Dataset: the Open Reaction Database (ORD), a public repository of structured organic reaction records. Task: describe an organic reaction: reactants, conditions, products, and yield Starting materials: [Al+3], C1CCOC1, N#Cc1ccccc1Oc1ccc(Cl)cc1, [H-], [H-], [H-], [H-], [Li+]. Yields the product NCc1ccccc1Oc1ccc(Cl)cc1. As a reaction SMILES: [Al+3:18].[CH2:23]1[O:24][CH2:25][CH2:26][CH2:27]1.[Cl:1][c:2]1[cH:3][cH:4][c:5]([O:6][c:7]2[c:8]([C:9]#[N:10])[cH:11][cH:12][cH:13][cH:14]2)[cH:15][cH:16]1.[H-:17].[H-:20].[H-:21].[H-:22].[Li+:19]>>[Cl:1][c:2]1[cH:3][cH:4][c:5]([O:6][c:7]2[c:8]([CH2:9][NH2:10])[cH:11][cH:12][cH:13][cH:14]2)[cH:15][cH:16]1. Starting materials: Cc1c(OCC(F)(F)F)ccnc1CSc1nc2ccccc2[nH]1, CC(=O)O, CCO, [Na+], [Na+], O=S([O-])([O-])=S, O, OO. Product: Cc1c(OCC(F)(F)F)ccnc1CS(=O)c1nc2ccccc2[nH]1. Reaction SMILES: [CH3:1][c:2]1[c:3]([CH2:14][S:15][c:16]2[n:17][c:18]3[c:19]([nH:20]2)[cH:21][cH:22][cH:23][cH:24]3)[n:4][cH:5][cH:6][c:7]1[O:8][CH2:9][C:10]([F:11])([F:12])[F:13].[CH3:32][C:33](=[O:34])[OH:35].[CH3:36][CH2:37][OH:38].[Na+:25].[Na+:26].[O-:27][S:28]([O-:29])(=[S:30])=[O:31].[OH2:41].[OH:39][OH:40]>>[CH3:1][c:2]1[c:3]([CH2:14][S:15]([c:16]2[nH:17][c:18]3[c:19]([n:20]2)[cH:21][cH:22][cH:23][cH:24]3)=[O:27])[n:4][cH:5][cH:6][c:7]1[O:8][CH2:9][C:10]([F:11])([F:12])[F:13]. Reactants: BrC1=C(C=CC(=C1)F)S(=O)(=O)C (2-bromo-4-fluoro-1-(methylsulfonyl)benzene), B1(OC(C(O1)(C)C)(C)C)B2OC(C(O2)(C)C)(C)C (bis(pinacolato)diboron), C(C)(=O)[O-].[K+] (potassium acetate), bis(diphenylphosphino)-ferrocenedichloropalladium(II)-DCM, ClC1=CC(=NC(=N1)N1[C@H](COCC1)C)C1=CC=C(C=C1)NC(=O)NCC ((S)-1-(4-(6-chloro-2-(3-methylmorpholino)pyrimidin-4-yl)phenyl)-3-ethylurea), ClC1=CC(=NC(=N1)N1[C@H](COCC1)C)C1=CC=C(C=C1)NC(=O)NCC ((S)-1-(4-(6-chloro-2-(3-methylmorpholino)pyrimidin-4-yl)phenyl)-3-ethylurea), C([O-])([O-])=O.[Na+].[Na+] (sodium carbonate). The solvent is O1CCOCC1 (dioxane), CCO (EtOH). Product: C(C)NC(=O)NC1=CC=C(C=C1)C1=NC(=NC(=C1)C1=C(C=CC(=C1)F)S(=O)(=O)C)N1[C@H](COCC1)C ((S)-1-ethyl-3-(4-(6-(5-fluoro-2-(methylsulfonyl)phenyl)-2-(3-methylmorpholino)pyrimidin-4-yl)phenyl)urea). Yield: 33.9%. Reaction SMILES: Br[C:2]1[CH:7]=[C:6]([F:8])[CH:5]=[CH:4][C:3]=1[S:9]([CH3:12])(=[O:11])=[O:10].B1(B2OC(C)(C)C(C)(C)O2)OC(C)(C)C(C)(C)O1.C([O-])(=O)C.[K+].Cl[C:37]1[N:42]=[C:41]([N:43]2[CH2:48][CH2:47][O:46][CH2:45][C@@H:44]2[CH3:49])[N:40]=[C:39]([C:50]2[CH:55]=[CH:54][C:53]([NH:56][C:57]([NH:59][CH2:60][CH3:61])=[O:58])=[CH:52][CH:51]=2)[CH:38]=1.C(=O)([O-])[O-].[Na+].[Na+]>O1CCOCC1.CCO>[CH2:60]([NH:59][C:57]([NH:56][C:53]1[CH:54]=[CH:55][C:50]([C:39]2[CH:38]=[C:37]([C:2]3[CH:7]=[C:6]([F:8])[CH:5]=[CH:4][C:3]=3[S:9]([CH3:12])(=[O:11])=[O:10])[N:42]=[C:41]([N:43]3[CH2:48][CH2:47][O:46][CH2:45][C@@H:44]3[CH3:49])[N:40]=2)=[CH:51][CH:52]=1)=[O:58])[CH3:61] |f:2.3,5.6.7|. Procedure details: 2-bromo-4-fluoro-1-(methylsulfonyl)benzene (117 mg, 0.46 mmol), bis(pinacolato)diboron (123 mg, 0.48 mmol), potassium acetate (135 mg, 1.38 mmol) and bis(diphenylphosphino)-ferrocenedichloropalladium(II)-DCM-complex (19 mg, 0.02 mmol) in dioxane (1.5 mL) were irradiated in a Biotage microwave for 60 min at 120° C. (S)-1-(4-(6-chloro-2-(3-methylmorpholino)pyrimidin-4-yl)phenyl)-3-ethylurea (Intermediate 2) (173 mg, 0.46 mmol), sodium carbonate solution (2M aqueous solution, 0.92 mL, 1.84 mmol) an...